Dataset: the Open Reaction Database (ORD), a public repository of structured organic reaction records. Task: describe an organic reaction: reactants, conditions, products, and yield The reactants are ClC1=C(C=CC=C1)NC(CC(C)=O)=O (N-(2-chlorophenyl)-3-oxobutanamide), C([O-])([O-])=O.[K+].[K+] (potassium carbonate), CN(C=O)C (N,N-dimethylformamide), COC(N(C)C)OC (1,1-dimethoxy-N,N-dimethylmethanamine). Solvent: O (water). Conditions: time 2 hour. Yields the product ClC1=C(C=CC=C1)NC(C(C(C)=O)=CN(C)C)=O (N-(2-chlorophenyl)-2-((dimethylamino)methylene)-3-oxobutanamide). Reaction SMILES: [Cl:1][C:2]1[CH:7]=[CH:6][CH:5]=[CH:4][C:3]=1[NH:8][C:9](=[O:14])[CH2:10][C:11](=[O:13])[CH3:12].C(=O)([O-])[O-].[K+].[K+].[CH3:21][N:22]([CH3:25])[CH:23]=O.COC(OC)N(C)C>O>[Cl:1][C:2]1[CH:7]=[CH:6][CH:5]=[CH:4][C:3]=1[NH:8][C:9](=[O:14])[C:10](=[CH:21][N:22]([CH3:25])[CH3:23])[C:11](=[O:13])[CH3:12] |f:1.2.3|. Procedure details: To a mixture of N-(2-chlorophenyl)-3-oxobutanamide (2.63 g), potassium carbonate (1.72 g) and N,N-dimethylformamide (31.0 mL) was added dropwise 1,1-dimethoxy-N,N-dimethylmethanamine (3.30 mL) over 30 min at room temperature, and the reaction mixture was stirred at room temperature for 2 hr. The reaction mixture was slowly poured into water, and the mixture was extracted with dichloromethane. The extract was washed with water, and dried over anhydrous magnesium sulfate, and the solvent was evapo... Reactants: CN(C1=C(C=C(C=O)C=C1OC)OC)C (4-dimethylamino-3,5-dimethoxy-benzaldehyde), [Cl-].N[N+]1=C(N(C=C1)N)CCC (1,3-diamino-2-propyl-imidazolium chloride). The solvent is C(C)(=O)O (acetic acid). Run at time 16 hour. Yields the product [Cl-].CN(C1=C(C=C(C=N[N+]2=C(N(C=C2)N=CC2=CC(=C(C(=C2)OC)N(C)C)OC)CCC)C=C1OC)OC)C (1,3-bis[[4-(dimethylamino)-3,5-dimethoxybenzylidene]amino]-2-propylimidazolium chloride). RXN SMILES: [CH3:1][N:2]([CH3:15])[C:3]1[C:10]([O:11][CH3:12])=[CH:9][C:6]([CH:7]=O)=[CH:5][C:4]=1[O:13][CH3:14].[Cl-:16].[NH2:17][N+:18]1[CH:22]=[CH:21][N:20]([NH2:23])[C:19]=1[CH2:24][CH2:25][CH3:26]>C(O)(=O)C>[Cl-:16].[CH3:1][N:2]([CH3:15])[C:3]1[C:10]([O:11][CH3:12])=[CH:9][C:6]([CH:7]=[N:17][N+:18]2[CH:22]=[CH:21][N:20]([N:23]=[CH:7][C:6]3[CH:9]=[C:10]([O:11][CH3:12])[C:3]([N:2]([CH3:1])[CH3:15])=[C:4]([O:13][CH3:14])[CH:5]=3)[C:19]=2[CH2:24][CH2:25][CH3:26])=[CH:5][C:4]=1[O:13][CH3:14] |f:1.2,4.5|. Procedure details: 1.43 g (6.8 mmol) of 4-dimethylamino-3,5-dimethoxy-benzaldehyde are added to a solution of 0.60 g (3.4 mmol) of 1,3-diamino-2-propyl-imidazolium chloride in 5 ml of glacial acetic acid. After leaving to stand for 16 hours the product is crystallized out by the addition of ether and then recrystallized from ethanol. There is obtained 1,3-bis[[4-(dimethylamino)-3,5-dimethoxybenzylidene]amino]-2-propylimidazolium chloride of melting point 218°-219°. Starting materials: COC(C1=C(C=C(C(=C1)F)C)Cl)=O (2-chloro-5-fluoro-4-methyl-benzoic acid methyl ester), [OH-].[Na+] (sodium hydroxide), solution. Solvent: CO (methanol). Reaction conditions: temperature 25 celsius, time 1 hour. Yields the product ClC1=C(C(=O)O)C=C(C(=C1)C)F (2-Chloro-5-fluoro-4-methyl-benzoic acid). Isolated yield 96.0%. RXN SMILES: C[O:2][C:3](=[O:13])[C:4]1[CH:9]=[C:8]([F:10])[C:7]([CH3:11])=[CH:6][C:5]=1[Cl:12].[OH-].[Na+]>CO>[Cl:12][C:5]1[CH:6]=[C:7]([CH3:11])[C:8]([F:10])=[CH:9][C:4]=1[C:3]([OH:13])=[O:2] |f:1.2|. Procedure: A solution of 2-chloro-5-fluoro-4-methyl-benzoic acid methyl ester (Example 252a, 57.77 g) in methanol (400 mL) was treated with sodium hydroxide 2 M solution (285 mL) under nitrogen. The resulting mixture was stirred at 25° C. for 1 h. The reaction mixture was extracted with diethyl ether (discarded) and the aqueous layer diluted with 2 M hydrochloric acid (250 mL). The reaction mixture was extracted with ethyl acetate (500 mL). The combined organics were dried (MgSO4), filtered and evaporated ... Reactants: P(=O)([O-])([O-])[O-].[K+].[K+].[K+] (potassium phosphate), oxalate salt, C(C(=O)O)(=O)O (oxalic acid), CN1CC2=C(NC=3C=CC(=CC23)C)CC1 (2,8-Dimethyl-2,3,4,5-tetrahydro-1H-pyrido[4,3-b]indole), BrC=C(C)C1=CC(=CC(=C1)Cl)Cl (1-(1-Bromoprop-1-en-2-yl)-3,5-dichlorobenzene), oxalate salt. The reagents and catalysts are [Cu]I (Copper (I) iodide). Solvent: C1CCOC1 (THF), CN(C)C=O (DMF). Conditions: time 10 minute. The product is ClC=1C=C(C=C(C1)Cl)/C(=C/N1C2=C(C=3C=C(C=CC13)C)CN(CC2)C)/C ((E)-5-(2-(3,5-dichlorophenyl)prop-1-enyl)-2,8-dimethyl-2,3,4,5-tetrahydro-1H-pyrido[4,3-b]indole). As a reaction SMILES: [CH3:1][N:2]1[CH2:15][CH2:14][C:5]2[NH:6][C:7]3[CH:8]=[CH:9][C:10]([CH3:13])=[CH:11][C:12]=3[C:4]=2[CH2:3]1.P([O-])([O-])([O-])=O.[K+].[K+].[K+].Br[CH:25]=[C:26]([C:28]1[CH:33]=[C:32]([Cl:34])[CH:31]=[C:30]([Cl:35])[CH:29]=1)[CH3:27].C(O)(=O)C(O)=O>CN(C=O)C.C1COCC1.[Cu]I>[Cl:34][C:32]1[CH:33]=[C:28](/[C:26](/[CH3:27])=[CH:25]/[N:6]2[C:7]3[CH:8]=[CH:9][C:10]([CH3:13])=[CH:11][C:12]=3[C:4]3[CH2:3][N:2]([CH3:1])[CH2:15][CH2:14][C:5]2=3)[CH:29]=[C:30]([Cl:35])[CH:31]=1 |f:1.2.3.4|. Reported procedure: 2,8-Dimethyl-2,3,4,5-tetrahydro-1H-pyrido[4,3-b]indole (200 mg, 1 mmol) was dissolved in DMF. Copper (I) iodide (19 mg, 0.1 mmol) L-proline (23 mg, 0.2 mmol) and potassium phosphate (424 mg, 2 mmol) were added and the reaction mixture was stirred for 10 min. at RT. 1-(1-Bromoprop-1-en-2-yl)-3,5-dichlorobenzene (318 mg, 1.2 mmol) was added dropwise and the reaction mixture was purged with nitrogen. The reaction mixture was heated overnight at 85° C. (prolonged heating in some cases was required).... Yields the product CCC1OCC(O)CO1. As a reaction SMILES: [CH:1]([CH2:2][CH3:3])=[O:4].[OH:5][CH2:6][CH:7]([OH:8])[CH2:9][OH:10]>>[CH:1]1([CH2:2][CH3:3])[O:4][CH2:9][CH:7]([OH:8])[CH2:6][O:5]1. Starting materials: CCC=O, OCC(O)CO. The reactants are CC1=CC=C(C=C1)C1=CC(SC2=CC=C(C=C12)C#CC1=CC(=C(C(=O)OCC)C=C1)F)(C)C (ethyl 4-[[4-(4-methylphenyl)-2,2-dimethyl-(2H)-thiochromen-6-yl]-ethynyl]-2-fluorobenzoate), CC1=CC=C(C=C1)C1=CC(SC2=CC=C(C=C12)C#CC1=CC(=C(C(=O)OCC)C=C1)F)(C)C (ethyl 4-[[4-(4-methylphenyl)-2,2-dimethyl-(2H)-thiochromen-6-yl]-ethynyl]-2-fluorobenzoate), [OH-].[Na+] (NaOH), aqueous solution, Cl (HCl). Run in C1CCOC1 (THF), CCO (EtOH). Run at temperature 40 celsius, time 8 hour. Yields the product CC1=CC=C(C=C1)C1=CC(SC2=CC=C(C=C12)C#CC1=CC(=C(C(=O)O)C=C1)F)(C)C (4-[[4-(4-methylphenyl)-2,2-dimethyl-(2H)-thiochromen-6-yl]-ethynyl]-2-fluorobenzoic acid). Isolated yield 83.1%. Reaction SMILES: [CH3:1][C:2]1[CH:7]=[CH:6][C:5]([C:8]2[C:17]3[C:12](=[CH:13][CH:14]=[C:15]([C:18]#[C:19][C:20]4[CH:30]=[CH:29][C:23]([C:24]([O:26]CC)=[O:25])=[C:22]([F:31])[CH:21]=4)[CH:16]=3)[S:11][C:10]([CH3:33])([CH3:32])[CH:9]=2)=[CH:4][CH:3]=1.[OH-].[Na+].Cl>C1COCC1.CCO>[CH3:1][C:2]1[CH:3]=[CH:4][C:5]([C:8]2[C:17]3[C:12](=[CH:13][CH:14]=[C:15]([C:18]#[C:19][C:20]4[CH:30]=[CH:29][C:23]([C:24]([OH:26])=[O:25])=[C:22]([F:31])[CH:21]=4)[CH:16]=3)[S:11][C:10]([CH3:33])([CH3:32])[CH:9]=2)=[CH:6][CH:7]=1 |f:1.2|. Reported procedure: To a solution of ethyl 4-[[4-(4-methylphenyl)-2,2-dimethyl-(2H)-thiochromen-6-yl]-ethynyl]-2-fluorobenzoate (Compound 236, 100.0 mg, 0.219 mmol) in 3.0 mL THF and 3.0 mL EtOH was added NaOH (80.0 mg, 2.0 mmol, 2.0 mL of a 1M aqueous solution). The resulting solution was heated to 40° C. and stirred overnight. Upon cooling to room temperature the reaction mixture was acidified with 10% aqueous HCl and extracted with EtOAc. The combined organic layers were washed with H2O, saturated aqueous NaCl, ... The reactants are C(C1=CC=CC=C1)[C@H](C(=O)O)CC[C@@H](C(=O)O)CC1=CC=CC=C1 ((2R,5R)-2,5-Dibenzylhexanedioic acid), Cl.N[C@@H]1C(N2[C@@H](SCC1)CCC[C@H]2C(=O)NC=2SC=CN2)=O ((4S,7S,10aS)-4-Amino-5-oxo-N-(thiazol-2-yl)octahydro-2H-pyrido[2,1-b][1,3]thiazepine-7-carboxamide hydrochloride salt). Product: C(C1=CC=CC=C1)[C@H](C(=O)N[C@H]1C(N2[C@@H](SCC1)CCC[C@H]2C(NC=2SC=CN2)=O)=O)CC[C@@H](C(=O)N[C@@H]2C(N1[C@@H](SCC2)CCC[C@H]1C(NC=1SC=CN1)=O)=O)CC1=CC=CC=C1 ((2R,5R)-2,5-Dibenzyl-N1-((4R,7S,10aS)-5-oxo-7-(thiazol-2-ylcarbamoyl)octahydro-2H-pyrido[2,1-b][1,3]thiazepin-4-yl)-N6-((4S,7S,10aS)-5-oxo-7-(thiazol-2-ylcarbamoyl)octahydro-2H-pyrido[2,1-b][1,3]thiazepin-4-yl)hexanediamide), solid. The yield is 46.0%. RXN SMILES: [CH2:1]([C@@H:8]([CH2:12][CH2:13][C@H:14]([CH2:18][C:19]1[CH:24]=[CH:23][CH:22]=[CH:21][CH:20]=1)[C:15]([OH:17])=O)[C:9]([OH:11])=O)[C:2]1[CH:7]=[CH:6][CH:5]=[CH:4][CH:3]=1.Cl.[NH2:26][C@H:27]1[CH2:33][CH2:32][S:31][C@H:30]2[CH2:34][CH2:35][CH2:36][C@@H:37]([C:38]([NH:40][C:41]3[S:42][CH:43]=[CH:44][N:45]=3)=[O:39])[N:29]2[C:28]1=[O:46]>>[CH2:18]([C@@H:14]([CH2:13][CH2:12][C@H:8]([CH2:1][C:2]1[CH:3]=[CH:4][CH:5]=[CH:6][CH:7]=1)[C:9]([NH:26][C@H:27]1[CH2:33][CH2:32][S:31][C@H:30]2[CH2:34][CH2:35][CH2:36][C@@H:37]([C:38](=[O:39])[NH:40][C:41]3[S:42][CH:43]=[CH:44][N:45]=3)[N:29]2[C:28]1=[O:46])=[O:11])[C:15]([NH:26][C@@H:27]1[CH2:33][CH2:32][S:31][C@H:30]2[CH2:34][CH2:35][CH2:36][C@@H:37]([C:38](=[O:39])[NH:40][C:41]3[S:42][CH:43]=[CH:44][N:45]=3)[N:29]2[C:28]1=[O:46])=[O:17])[C:19]1[CH:24]=[CH:23][CH:22]=[CH:21][CH:20]=1 |f:1.2|. Procedure: (2R,5R)-2,5-Dibenzyl-N1-((4R,7S,10aS)-5-oxo-7-(thiazol-2-ylcarbamoyl)octahydro-2H-pyrido[2,1-b][1,3]thiazepin-4-yl)-N6-((4S,7S,10aS)-5-oxo-7-(thiazol-2-ylcarbamoyl)octahydro-2H-pyrido[2,1-b][1,3]thiazepin-4-yl)hexanediamide was synthesized as described in General Procedure F using Intermediate 3 (10 mg, 0.031 mmol) and Intermediate 37 (25 mg, 0.069 mmol) to give a white solid (14 mg, 46% yield). Anal. Calcd. for C46H54N8O6S4 m/z 942.7. found: 943.5 (M+H)+; 1H NMR (400 MHz, CDCl3) δ ppm 7.21-7.11... The reactants are C1(=CC=CC=C1)N(C(=S)N)C1=CC=CC=C1 (1,1-diphenylthiourea), BrCC(C(=O)OCC)=O (ethyl bromopyruvate). Solvent: C(C)O (ethanol). Yields the product C1(=CC=CC=C1)N(C=1SC=C(N1)C(=O)OCC)C1=CC=CC=C1 (Ethyl 2-diphenylaminothiazole-4-carboxylate). RXN SMILES: [C:1]1([N:7]([C:11]2[CH:16]=[CH:15][CH:14]=[CH:13][CH:12]=2)[C:8]([NH2:10])=[S:9])[CH:6]=[CH:5][CH:4]=[CH:3][CH:2]=1.Br[CH2:18][C:19](=O)[C:20]([O:22][CH2:23][CH3:24])=[O:21]>C(O)C>[C:1]1([N:7]([C:11]2[CH:16]=[CH:15][CH:14]=[CH:13][CH:12]=2)[C:8]2[S:9][CH:18]=[C:19]([C:20]([O:22][CH2:23][CH3:24])=[O:21])[N:10]=2)[CH:2]=[CH:3][CH:4]=[CH:5][CH:6]=1. Reported procedure: The reaction described in Preparation 42 was repeated, but using 20 g of 1,1-diphenylthiourea, 19 g of ethyl bromopyruvate and 200 ml of ethanol, giving the title compound as an orange oil. The reactants are CC(=O)C1=CC=C(C=C1)OC2=CC=CC=C2 (4-Phenoxyacetophenone), BrBr (bromine). Product: BrCC(=O)C1=CC=CC=C1 (α-bromoacetophenone). Reaction SMILES: [CH3:1][C:2]([C:4]1[CH:9]=[CH:8][C:7](OC2C=CC=CC=2)=[CH:6][CH:5]=1)=[O:3].[Br:17]Br>>[Br:17][CH2:1][C:2]([C:4]1[CH:9]=[CH:8][CH:7]=[CH:6][CH:5]=1)=[O:3]. Procedure: 4-Phenoxyacetophenone was brominated with bromine according to Method A to provide the desired α-bromoacetophenone, which was condensed with 2-amino-13,4,-thiadiazole-5-sulfonamide according to method C, to provide compound 87 as an off white solid. 1H NMR (200 MHz, DMSO-d6) δ 8.82 (s, 1H), 8.71 (s, 2H), 7.90 (d, J=7.9 Hz, 2H), 7.40 (t, J=7.3 Hz, 2H), 7.07 (t, J=7.3 Hz, 1H), 7.08-7.03 (m, 6H). Reactants: BrC1=CC=C(CC=2NC(C3=C(N2)C(=NN3C)CCC)=O)C=C1 (5-(4-Bromobenzyl)-1-methyl-3-propyl-6,7-dihydro-1H-pyrazolo[4,3-d]pyrimidin-7-one), N1C=NC=C1 (imidazole), C([O-])([O-])=O.[K+].[K+] (potassium carbonate), II (iodine). Reagents/catalysts: [Cu] (copper bronze). Run in CN1C(CCC1)=O (N-methyl-2-pyrrolidinone). Product: N1(C=NC=C1)C1=CC=C(CC=2NC(C3=C(N2)C(=NN3C)CCC)=O)C=C1 (5-[4-(1-Imidazolyl)benzyl]-1-methyl-3-propyl-6,7-dihydro-1H-pyrazolo[4,3-d]pyrimidin-7-one). As a reaction SMILES: Br[C:2]1[CH:22]=[CH:21][C:5]([CH2:6][C:7]2[NH:8][C:9](=[O:20])[C:10]3[N:15]([CH3:16])[N:14]=[C:13]([CH2:17][CH2:18][CH3:19])[C:11]=3[N:12]=2)=[CH:4][CH:3]=1.[NH:23]1[CH:27]=[CH:26][N:25]=[CH:24]1.C(=O)([O-])[O-].[K+].[K+].II>CN1CCCC1=O.[Cu]>[N:23]1([C:2]2[CH:22]=[CH:21][C:5]([CH2:6][C:7]3[NH:8][C:9](=[O:20])[C:10]4[N:15]([CH3:16])[N:14]=[C:13]([CH2:17][CH2:18][CH3:19])[C:11]=4[N:12]=3)=[CH:4][CH:3]=2)[CH:27]=[CH:26][N:25]=[CH:24]1 |f:2.3.4|. Procedure: 5-(4-Bromobenzyl)-1-methyl-3-propyl-6,7-dihydro-1H-pyrazolo[4,3-d]pyrimidin-7-one (390 mg, 0.00108 mol), imidazole (380 mg, 0.00558 mol), potassium carbonate (160 mg, 0.00116 mol), copper bronze (75 mg) and iodine (46 mg, 0.00018 mol) in N-methyl-2-pyrrolidinone (6 ml) were heated under a nitrogen atmosphere at 200° C. for 3 hours. On cooling, the mixture was concentrated under reduced pressure and the residue partitioned between ethyl acetate (10 ml) and water (10 ml). The aqueous phase was ext...